This data is from the Open Reaction Database (ORD), a public repository of structured organic reaction records. The task is: describe an organic reaction: reactants, conditions, products, and yield Starting materials: CCCCO, O=C(NC(CO)c1cccc(Cl)c1)C1CN(c2nc(Cl)ncc2Cl)C1, CC(N)CO. Yields the product CC(CO)Nc1ncc(Cl)c(N2CC(C(=O)NC(CO)c3cccc(Cl)c3)C2)n1. RXN SMILES: [CH2:31]([OH:32])[CH2:33][CH2:34][CH3:35].[Cl:1][c:2]1[cH:3][c:4]([CH:8]([CH2:9][OH:10])[NH:11][C:12](=[O:13])[CH:14]2[CH2:15][N:16]([c:18]3[n:19][c:20]([Cl:25])[n:21][cH:22][c:23]3[Cl:24])[CH2:17]2)[cH:5][cH:6][cH:7]1.[NH2:26][CH:27]([CH2:28][OH:29])[CH3:30]>>[Cl:1][c:2]1[cH:3][c:4]([CH:8]([CH2:9][OH:10])[NH:11][C:12](=[O:13])[CH:14]2[CH2:15][N:16]([c:18]3[n:19][c:20]([NH:26][CH:27]([CH2:28][OH:29])[CH3:30])[n:21][cH:22][c:23]3[Cl:24])[CH2:17]2)[cH:5][cH:6][cH:7]1. Reactants: CCO, O=[N+]([O-])c1cccc(Oc2ccc(F)cc2)c1. Yields the product Nc1cccc(Oc2ccc(F)cc2)c1. Reaction SMILES: [CH3:18][CH2:19][OH:20].[F:1][c:2]1[cH:3][cH:4][c:5]([O:6][c:7]2[cH:8][c:9]([N+:13]([O-:14])=[O:15])[cH:10][cH:11][cH:12]2)[cH:16][cH:17]1>>[F:1][c:2]1[cH:3][cH:4][c:5]([O:6][c:7]2[cH:8][c:9]([NH2:13])[cH:10][cH:11][cH:12]2)[cH:16][cH:17]1. Starting materials: solution, C[Al](C)C (trimethylaluminium), IC=1C=CC=2N(C1C)C(=C(N2)C(=O)OCC)C2=NC=CC=C2 (ethyl 6-iodo-5-methyl(pyrid-2-yl)imidazo[1,2-a]pyridine-2-carboxylate), NC1=CC=CC=C1 (aniline), [Cl-].[NH4+] (ammonium chloride). Solvent: C1(=CC=CC=C1)C (toluene), C1(=CC=CC=C1)C (toluene). Conditions: temperature 20 celsius, time 2 hour. Product: IC=1C=CC=2N(C1C)C(=C(N2)C(=O)NC2=CC=CC=C2)C2=NC=CC=C2 (6-iodo-5-methyl-N-phenyl(pyrid-2-yl)imidazo[1,2-a]pyridine-2-carboxamide). Reaction SMILES: [NH2:1][C:2]1[CH:7]=[CH:6][CH:5]=[CH:4][CH:3]=1.C[Al](C)C.[I:12][C:13]1[CH:14]=[CH:15][C:16]2[N:17]([C:20]([C:28]3[CH:33]=[CH:32][CH:31]=[CH:30][N:29]=3)=[C:21]([C:23](OCC)=[O:24])[N:22]=2)[C:18]=1[CH3:19].[Cl-].[NH4+]>C1(C)C=CC=CC=1>[I:12][C:13]1[CH:14]=[CH:15][C:16]2[N:17]([C:20]([C:28]3[CH:33]=[CH:32][CH:31]=[CH:30][N:29]=3)=[C:21]([C:23]([NH:1][C:2]3[CH:7]=[CH:6][CH:5]=[CH:4][CH:3]=3)=[O:24])[N:22]=2)[C:18]=1[CH3:19] |f:3.4|. Procedure details: To a solution of 852 μL of aniline in 104 mL of toluene cooled to 0° C. are added dropwise 6.2 mL of a 2M solution of trimethylaluminium in toluene, followed by addition, at 20° C., of 1.5 g of ethyl 6-iodo-5-methyl(pyrid-2-yl)imidazo[1,2-a]pyridine-2-carboxylate. The reaction mixture is stirred for 2 hours at 20° C. The resulting mixture is cooled to 4° C. and 120 mL of saturated ammonium chloride solution are then added. After concentrating under reduced pressure, the residue is taken up in et... Reactants: COC1=C(C(=O)OC)C=CC(=C1)NC(CC)=O (methyl 2-methoxy-4-propanoylaminobenzoate), Cl (hydrochloric acid). The solvent is O1CCCC1 (tetrahydrofuran). Yields the product COC1=C(C(=O)OC)C=CC(=C1)NCCC (methyl 2-methoxy-4-propylaminobenzoate). The yield is 70.6%. RXN SMILES: [CH3:1][O:2][C:3]1[CH:12]=[C:11]([NH:13][C:14](=O)[CH2:15][CH3:16])[CH:10]=[CH:9][C:4]=1[C:5]([O:7][CH3:8])=[O:6].Cl>O1CCCC1>[CH3:1][O:2][C:3]1[CH:12]=[C:11]([NH:13][CH2:14][CH2:15][CH3:16])[CH:10]=[CH:9][C:4]=1[C:5]([O:7][CH3:8])=[O:6]. Procedure details: In an atmosphere of argon, 4.80 g of methyl 2-methoxy-4-propanoylaminobenzoate was dissolved in 50 ml of tetrahydrofuran and, at room temperature, 1.9 ml (20.2 mmol) of borane dimethylsulfide complex was added in small portions. After 1 hour of reflux, and excess reagent was decomposed with dilute hydrochloric acid under ice-cooling. The reaction solution was extracted with chloroform, the resulting organic layer was washed with water and saturated brine, dried over anhydrous sodium sulfate and ... Starting materials: COCCCN1CC2=C(N(C=3C=CC(=CC23)C)CC(C)(O)C2=CC=NC=C2)CC1 (1-[2-(3-Methoxy-propyl)-8-methyl-1,2,3,4-tetrahydro-pyrido[4,3-b]indol-5-yl]-2-pyridin-4-yl-propan-2-ol), C([O-])(O)=O.[Na+] (sodium bicarbonate). Product: COCCCN1CC2=C(N(C=3C=CC(=CC23)C)C=C(C)C2=CC=NC=C2)CC1 (2-(3-Methoxy-propyl)-8-methyl-5-(2-pyridin-4-yl-propenyl)-2,3,4,5-tetrahydro-1H-pyrido[4,3-b]indole). The solvent is S(=O)(Cl)Cl (thionyl chloride), S(=O)(Cl)Cl (thionyl chloride). RXN SMILES: [CH3:1][O:2][CH2:3][CH2:4][CH2:5][N:6]1[CH2:29][CH2:28][C:9]2[N:10]([CH2:18][C:19]([C:22]3[CH:27]=[CH:26][N:25]=[CH:24][CH:23]=3)(O)[CH3:20])[C:11]3[CH:12]=[CH:13][C:14]([CH3:17])=[CH:15][C:16]=3[C:8]=2[CH2:7]1.C(=O)(O)[O-].[Na+]>S(Cl)(Cl)=O>[CH3:1][O:2][CH2:3][CH2:4][CH2:5][N:6]1[CH2:29][CH2:28][C:9]2[N:10]([CH:18]=[C:19]([C:22]3[CH:23]=[CH:24][N:25]=[CH:26][CH:27]=3)[CH3:20])[C:11]3[CH:12]=[CH:13][C:14]([CH3:17])=[CH:15][C:16]=3[C:8]=2[CH2:7]1 |f:1.2|. Run at time 1 hour. Procedure: 1-[2-(3-Methoxy-propyl)-8-methyl-1,2,3,4-tetrahydro-pyrido[4,3-b]indol-5-yl]-2-pyridin-4-yl-propan-2-ol (550 mg, 1.39 mmol) was dissolved in thionyl chloride (5 mL), stirred at RT for 1 h. Progress of the reaction was monitored by TLC/LCMS. After completion of the reaction, excess thionyl chloride was evaporated under vacuum. The solid mass obtained was neutralized with aqueous sodium bicarbonate and the desired compound extracted with EtOAc (100 mL×2). The organic layer was dried over anhydrous... Yield: 6.7%. The reactants are CCC(C(=O)O)c1ccncc1, C1CCOC1, [Li]CCCC, CN(C)C=O. Yields the product CCC(C)(C(=O)O)c1ccncc1. RXN SMILES: [CH2:11]([CH3:12])[CH:13]([C:14](=[O:15])[OH:16])[c:17]1[cH:18][cH:19][n:20][cH:21][cH:22]1.[CH2:1]1[O:2][CH2:3][CH2:4][CH2:5]1.[CH2:6]([Li:7])[CH2:8][CH2:9][CH3:10].[O:23]=[CH:24][N:25]([CH3:26])[CH3:27]>>[CH3:1][C:13]([CH2:11][CH3:12])([C:14](=[O:15])[OH:16])[c:17]1[cH:18][cH:19][n:20][cH:21][cH:22]1.